This data is from the Open Reaction Database (ORD), a public repository of structured organic reaction records. The task is: describe an organic reaction: reactants, conditions, products, and yield Reactants: C(C)(C)(C)C1=NN([C@@H](S1)C(=O)OCC1=CC=CC=C1)C([C@@H](N[C@@H](CCC)C(=O)OCC)C)=O (Benzyl 5-t-butyl-3-[N-(1-(S)-ethoxycarbonylbutyl)-L -alanyl]-2,3-dihydro-1,3,4-thiadiazole-2-(S)-carboxylate). The reagents and catalysts are [Pd] (Pd on charcoal). Solvent: C(C)O (ethanol). Product: C(C)(C)(C)C1=NN([C@@H](S1)C(=O)O)C([C@@H](N[C@@H](CCC)C(=O)OCC)C)=O (5-t-Butyl-3-[N-(1-(S)-ethoxycarbonylbutyl)-L-alanyl]-2, 3-dihydro-1,3,4-thiadiazole-2-(S)-carboxylic acid). Yield: 89.0%. RXN SMILES: [C:1]([C:5]1[S:9][C@@H:8]([C:10]([O:12]CC2C=CC=CC=2)=[O:11])[N:7]([C:20](=[O:33])[C@H:21]([CH3:32])[NH:22][C@H:23]([C:27]([O:29][CH2:30][CH3:31])=[O:28])[CH2:24][CH2:25][CH3:26])[N:6]=1)([CH3:4])([CH3:3])[CH3:2]>C(O)C.[Pd]>[C:1]([C:5]1[S:9][C@@H:8]([C:10]([OH:12])=[O:11])[N:7]([C:20](=[O:33])[C@H:21]([CH3:32])[NH:22][C@H:23]([C:27]([O:29][CH2:30][CH3:31])=[O:28])[CH2:24][CH2:25][CH3:26])[N:6]=1)([CH3:2])([CH3:3])[CH3:4]. Procedure: The S,S,S benzyl ester from step (e) (1.8g) in ethanol (500ml) was hydrogenated over 10% Pd on charcoal (1.8g) at atmospheric pressure and room temperature for 5 hours. The catalyst was removed by filtration and the filtrate was evaporated to dryness. The residue was triturated with a 1:1 mixture of ether/petroleum ether 60°-80° to give the required acid as a white solid (1.3g). mp 183°-5°. The reactants are COc1ccc(CN2Cc3c(Cl)ccnc3NC2=O)cc1, O=C(O)C(F)(F)F. The product is O=C1NCc2c(Cl)ccnc2N1. RXN SMILES: [Cl:1][c:2]1[cH:3][cH:4][n:5][c:6]2[c:11]1[CH2:10][N:9]([CH2:12][c:13]1[cH:14][cH:15][c:16]([O:17][CH3:18])[cH:19][cH:20]1)[C:8](=[O:21])[NH:7]2.[F:22][C:23]([F:24])([F:25])[C:26]([OH:27])=[O:28]>>[Cl:1][c:2]1[cH:3][cH:4][n:5][c:6]2[c:11]1[CH2:10][NH:9][C:8](=[O:21])[NH:7]2. As a reaction SMILES: [CH2:1]([c:2]1[cH:3][cH:4][cH:5][cH:6][cH:7]1)[N:8]1[CH2:9][C:10]([CH3:22])([CH3:23])[C:11]([OH:14])([c:15]2[cH:16][cH:17][c:18]([Cl:21])[cH:19][cH:20]2)[CH2:12][CH2:13]1.[CH2:36]1[O:37][CH2:38][CH2:39][CH2:40]1.[H-:29].[I:34][CH3:35].[Na+:30].[S:31]=[C:32]=[S:33].[nH:24]1[cH:25][cH:26][n:27][cH:28]1>>[CH2:1]([c:2]1[cH:3][cH:4][cH:5][cH:6][cH:7]1)[N:8]1[CH2:9][C:10]([CH3:22])([CH3:23])[C:11]([O:14][C:32](=[S:31])[S:33][CH3:35])([c:15]2[cH:16][cH:17][c:18]([Cl:21])[cH:19][cH:20]2)[CH2:12][CH2:13]1. Reactants: CC1(C)CN(Cc2ccccc2)CCC1(O)c1ccc(Cl)cc1, C1CCOC1, [H-], CI, [Na+], S=C=S, c1c[nH]cn1. Yields the product CSC(=S)OC1(c2ccc(Cl)cc2)CCN(Cc2ccccc2)CC1(C)C. Yields the product N1(CCOCC1)CCOC1=C(C=CC=C1)CO ([2-(2-morpholin-4-yl-ethoxy)-phenyl]-methanol). Reported procedure: A mixture of 2-hydroxybenzyl alcohol (1.295 g, 10.4 mmol) and 4-(2-chloroethyl)morpholine hydrochloride (1.94 g, 10.4 mmol) in 2N NaOH (10.5 mL) was stirred at rt for 14 hours. The precipitate was collected by vacuum filtration, washed with 1N NaOH, redissolved in DCM and washed with 1N NaOH. The aqueous layer was extracted with more DCM (2×). The combined DCM was dried and concentrated to give [2-(2-morpholin-4-yl-ethoxy)-phenyl]-methanol which was used without further purification. As a reaction SMILES: [OH:1][C:2]1[CH:9]=[CH:8][CH:7]=[CH:6][C:3]=1[CH2:4][OH:5].Cl.Cl[CH2:12][CH2:13][N:14]1[CH2:19][CH2:18][O:17][CH2:16][CH2:15]1>[OH-].[Na+]>[N:14]1([CH2:13][CH2:12][O:1][C:2]2[CH:9]=[CH:8][CH:7]=[CH:6][C:3]=2[CH2:4][OH:5])[CH2:19][CH2:18][O:17][CH2:16][CH2:15]1 |f:1.2,3.4|. Conditions: time 14 hour. Reactants: OC1=C(CO)C=CC=C1 (2-hydroxybenzyl alcohol), Cl.ClCCN1CCOCC1 (4-(2-chloroethyl)morpholine hydrochloride). Run in [OH-].[Na+] (NaOH). The product is ClC=1C=CC=2N(C1)C=C(N2)C(=O)[O-].[Li+] (lithium 6-chloroimidazo[1,2-a]pyridine-2-carboxylate). Reported procedure: Ethyl 6-chloroimidazo[1,2-a]pyridine-2-carboxylate (Japanese Patent Application Laid-Open No. 11-500123 through PCT route) (150 mg) was dissolved in tetrahydrofuran (4 ml), and water (1 ml) and lithium hydroxide (18 mg) were added at room temperature to stir the mixture for 1 hour. The reaction mixture was concentrated under reduced pressure to obtain crude lithium 6-chloroimidazo[1,2-a]pyridine-2-carboxylate. This product was dissolved in N,N-dimethylformamide (4.0 ml), and (±)-cis-N-[(5-methyl... Solvent: O1CCCC1 (tetrahydrofuran). Reaction conditions: time 1 hour. The reactants are ClC=1C=CC=2N(C1)C=C(N2)C(=O)OCC (Ethyl 6-chloroimidazo[1,2-a]pyridine-2-carboxylate), O (water), [OH-].[Li+] (lithium hydroxide). As a reaction SMILES: [Cl:1][C:2]1[CH:3]=[CH:4][C:5]2[N:6]([CH:8]=[C:9]([C:11]([O:13]CC)=[O:12])[N:10]=2)[CH:7]=1.O.[OH-].[Li+:18]>O1CCCC1>[Cl:1][C:2]1[CH:3]=[CH:4][C:5]2[N:6]([CH:8]=[C:9]([C:11]([O-:13])=[O:12])[N:10]=2)[CH:7]=1.[Li+:18] |f:2.3,5.6|. Starting materials: C(C)(C)(C)[C@H]1CC[C@H](CC1)C1=NC(=C2C(NC(=NN21)C2=CC=C(C=C2)[N+](=O)[O-])=O)CC (7-(cis-4-tert-Butylcyclohexyl)-5-ethyl-2-(4-nitrophenyl)imidazo[5,1-f][1,2,4]triazin-4(3H)-one), [H][H] (hydrogen). The reagents and catalysts are [Pd] (palladium). Run in O1CCCC1 (tetrahydrofuran). Yields the product NC1=CC=C(C=C1)C1=NN2C(C(N1)=O)=C(N=C2[C@@H]2CC[C@@H](CC2)C(C)(C)C)CC (cis-2-(4-Aminophenyl)-7-(4-tert-butylcyclohexyl)-5-ethylimidazo[5,1-f][1,2,4]triazin-4(3H)-one). Reaction SMILES: [C:1]([C@@H:5]1[CH2:10][CH2:9][C@H:8]([C:11]2[N:19]3[C:14]([C:15](=[O:29])[NH:16][C:17]([C:20]4[CH:25]=[CH:24][C:23]([N+:26]([O-])=O)=[CH:22][CH:21]=4)=[N:18]3)=[C:13]([CH2:30][CH3:31])[N:12]=2)[CH2:7][CH2:6]1)([CH3:4])([CH3:3])[CH3:2].[H][H]>O1CCCC1.[Pd]>[NH2:26][C:23]1[CH:24]=[CH:25][C:20]([C:17]2[NH:16][C:15](=[O:29])[C:14]3=[C:13]([CH2:30][CH3:31])[N:12]=[C:11]([C@H:8]4[CH2:9][CH2:10][C@@H:5]([C:1]([CH3:3])([CH3:2])[CH3:4])[CH2:6][CH2:7]4)[N:19]3[N:18]=2)=[CH:21][CH:22]=1. Procedure: 580 mg (1.37 mmol) cis-7-(4-tert-butylcyclohexyl)-5-ethyl-2-(4-nitrophenyl)imidazo[5,1-f][1,2,4]triazin-4(3H)-one (Example 36A) are dissolved in 50 ml tetrahydrofuran and catalytic amounts of palladium (10% on charcoal) are added. The mixture is stirred for 18 hour at room temperature in a 3 bar hydrogen atmosphere. Then the mixture is filtrated and the organic phase evaporated to dryness in vacuo.